Dataset: the Open Reaction Database (ORD), a public repository of structured organic reaction records. Task: describe an organic reaction: reactants, conditions, products, and yield The reactants are Cc1ccc(N)cc1, CN(C)C=O, C(=NC1CCCCC1)=NC1CCCCC1, Cc1ccc(NC(=O)NC2(CC(=O)O)C(=O)Nc3ccccc32)cc1, On1nnc2ccccc21. The product is Cc1ccc(NC(=O)CC2(NC(=O)Nc3ccc(C)cc3)C(=O)Nc3ccccc32)cc1. RXN SMILES: [CH3:51][c:52]1[cH:53][cH:54][c:55]([NH2:56])[cH:57][cH:58]1.[CH3:59][N:60]([CH3:61])[CH:62]=[O:63].[CH:26]1([N:27]=[C:28]=[N:29][CH:30]2[CH2:31][CH2:32][CH2:33][CH2:34][CH2:35]2)[CH2:36][CH2:37][CH2:38][CH2:39][CH2:40]1.[OH:1][C:2](=[O:3])[CH2:4][C:5]1([NH:15][C:16](=[O:17])[NH:18][c:19]2[cH:20][cH:21][c:22]([CH3:25])[cH:23][cH:24]2)[C:6](=[O:14])[NH:7][c:8]2[cH:9][cH:10][cH:11][cH:12][c:13]21.[OH:41][n:42]1[c:43]2[cH:44][cH:45][cH:46][cH:47][c:48]2[n:49][n:50]1>>[C:2](=[O:3])([CH2:4][C:5]1([NH:15][C:16](=[O:17])[NH:18][c:19]2[cH:20][cH:21][c:22]([CH3:25])[cH:23][cH:24]2)[C:6](=[O:14])[NH:7][c:8]2[cH:9][cH:10][cH:11][cH:12][c:13]21)[NH:56][c:55]1[cH:54][cH:53][c:52]([CH3:51])[cH:58][cH:57]1. Starting materials: COC(=O)c1ccc(-c2csc(N)n2)cc1, CN(C)c1ccncc1, ClCCl, O=S(=O)(Cl)c1ccccc1. Yields the product COC(=O)c1ccc(-c2csc(NS(=O)(=O)c3ccccc3)n2)cc1. Reaction SMILES: [CH3:1][O:2][C:3]([c:4]1[cH:5][cH:6][c:7](-[c:10]2[n:11][c:12]([NH2:15])[s:13][cH:14]2)[cH:8][cH:9]1)=[O:16].[CH3:27][N:28]([CH3:29])[c:30]1[cH:31][cH:32][n:33][cH:34][cH:35]1.[Cl:36][CH2:37][Cl:38].[c:17]1([S:23](=[O:24])(=[O:25])[Cl:26])[cH:18][cH:19][cH:20][cH:21][cH:22]1>>[CH3:1][O:2][C:3]([c:4]1[cH:5][cH:6][c:7](-[c:10]2[n:11][c:12]([NH:15][S:23]([c:17]3[cH:18][cH:19][cH:20][cH:21][cH:22]3)(=[O:24])=[O:25])[s:13][cH:14]2)[cH:8][cH:9]1)=[O:16]. Reactants: [Al+3], C1CCOC1, COC(=O)c1ccc(-c2cc(C(F)(F)F)ccc2F)c(C2=CCCC2(C)C)c1, [H-], [H-], [H-], [H-], [Li+], [Na+], [OH-]. The product is CC1(C)CCC=C1c1cc(CO)ccc1-c1cc(C(F)(F)F)ccc1F. As a reaction SMILES: [Al+3:30].[CH2:37]1[O:38][CH2:39][CH2:40][CH2:41]1.[CH3:1][C:2]1([CH3:28])[CH2:3][CH2:4][CH:5]=[C:6]1[c:7]1[c:8](-[c:17]2[c:18]([F:27])[cH:19][cH:20][c:21]([C:23]([F:24])([F:25])[F:26])[cH:22]2)[cH:9][cH:10][c:11]([C:13](=[O:14])[O:15][CH3:16])[cH:12]1.[H-:29].[H-:32].[H-:33].[H-:34].[Li+:31].[Na+:36].[OH-:35]>>[CH3:1][C:2]1([CH3:28])[CH2:3][CH2:4][CH:5]=[C:6]1[c:7]1[c:8](-[c:17]2[c:18]([F:27])[cH:19][cH:20][c:21]([C:23]([F:24])([F:25])[F:26])[cH:22]2)[cH:9][cH:10][c:11]([CH2:13][OH:14])[cH:12]1. The reactants are C1CCOC1, C=C1CCC(C(=O)N(c2cc(-c3ccccc3)sc2C(=O)OC)C(C)C)CC1, CO, O. Yields the product C=C1CCC(C(=O)N(c2cc(-c3ccccc3)sc2C(=O)O)C(C)C)CC1. As a reaction SMILES: [CH2:29]1[O:30][CH2:31][CH2:32][CH2:33]1.[CH3:1][O:2][C:3](=[O:4])[c:5]1[s:6][c:7](-[c:23]2[cH:24][cH:25][cH:26][cH:27][cH:28]2)[cH:8][c:9]1[N:10]([C:11](=[O:12])[CH:13]1[CH2:14][CH2:15][C:16](=[CH2:19])[CH2:17][CH2:18]1)[CH:20]([CH3:21])[CH3:22].[CH3:34][OH:35].[OH2:36]>>[O:2]=[C:3]([OH:4])[c:5]1[s:6][c:7](-[c:23]2[cH:24][cH:25][cH:26][cH:27][cH:28]2)[cH:8][c:9]1[N:10]([C:11](=[O:12])[CH:13]1[CH2:14][CH2:15][C:16](=[CH2:19])[CH2:17][CH2:18]1)[CH:20]([CH3:21])[CH3:22].